This data is from the Open Reaction Database (ORD), a public repository of structured organic reaction records. The task is: describe an organic reaction: reactants, conditions, products, and yield Reactants: CC(C)CCc1cccc(C(=O)O)c1, NCc1ccccc1. Yields the product CC(C)CCc1cccc(C(=O)NCc2ccccc2)c1. RXN SMILES: [CH2:1]([CH2:2][CH:3]([CH3:4])[CH3:5])[c:6]1[cH:7][c:8]([C:9](=[O:10])[OH:11])[cH:12][cH:13][cH:14]1.[NH2:15][CH2:16][c:17]1[cH:18][cH:19][cH:20][cH:21][cH:22]1>>[CH2:1]([CH2:2][CH:3]([CH3:4])[CH3:5])[c:6]1[cH:7][c:8]([C:9](=[O:11])[NH:15][CH2:16][c:17]2[cH:18][cH:19][cH:20][cH:21][cH:22]2)[cH:12][cH:13][cH:14]1. Reactants: COC(=O)c1cnc(Br)s1, O=C([O-])[O-], c1ccc(CN2CCNCC2)cc1, CC#N, [K+], [K+]. Product: COC(=O)c1cnc(N2CCN(Cc3ccccc3)CC2)s1. Reaction SMILES: [Br:1][c:2]1[s:3][c:4]([C:7](=[O:8])[O:9][CH3:10])[cH:5][n:6]1.[C:24](=[O:25])([O-:26])[O-:27].[CH2:11]([c:12]1[cH:13][cH:14][cH:15][cH:16][cH:17]1)[N:18]1[CH2:19][CH2:20][NH:21][CH2:22][CH2:23]1.[CH3:30][C:31]#[N:32].[K+:28].[K+:29]>>[c:2]1([N:21]2[CH2:20][CH2:19][N:18]([CH2:11][c:12]3[cH:13][cH:14][cH:15][cH:16][cH:17]3)[CH2:23][CH2:22]2)[s:3][c:4]([C:7](=[O:8])[O:9][CH3:10])[cH:5][n:6]1. The reactants are FC1=CC=C(C=C1)N1N=C(CC1C1=CC=C(C=C1)SC)N (4,5-dihydro-1-(4-fluorophenyl)-5-[4-(methylthio)phenyl]pyrazol-3-amine). The reagents and catalysts are [O-2].[Mn+4].[O-2] (manganese (IV) oxide). Solvent: ClCCl (dichloromethane). Conditions: time 2 hour. Product: FC1=CC=C(C=C1)N1N=C(C=C1C1=CC=C(C=C1)SC)N (1-(4-fluorophenyl)-5-[4-(methylthio)phenyl]pyrazol-3-amine). The yield is 64.4%. As a reaction SMILES: [F:1][C:2]1[CH:7]=[CH:6][C:5]([N:8]2[CH:12]([C:13]3[CH:18]=[CH:17][C:16]([S:19][CH3:20])=[CH:15][CH:14]=3)[CH2:11][C:10]([NH2:21])=[N:9]2)=[CH:4][CH:3]=1>ClCCl.[O-2].[Mn+4].[O-2]>[F:1][C:2]1[CH:3]=[CH:4][C:5]([N:8]2[C:12]([C:13]3[CH:18]=[CH:17][C:16]([S:19][CH3:20])=[CH:15][CH:14]=3)=[CH:11][C:10]([NH2:21])=[N:9]2)=[CH:6][CH:7]=1 |f:2.3.4|. Procedure details: A mixture of 4,5-dihydro-1-(4-fluorophenyl)-5-[4-(methylthio)phenyl]pyrazol-3-amine (1 g) and manganese (IV) oxide (1.16 g) in dichloromethane (100 ml) was stirred at ambient temperature for 2 hours. The insoluble was filtered and the filtrate was concentrated to dryness. The residue (1 g) was purified by column chromatography on silica gel (16 g) eluting with a mixture of chloroform and ethyl acetate (5:1 to give a pale brown powder of 1-(4-fluorophenyl)-5-[4-(methylthio)phenyl]pyrazol-3-amine ... Reactants: C(OCCC1=CC=C(C=C1)N1C(=NC2=C1C=C(C(=C2)C(F)(F)F)Cl)CC)(OC2=CC=CC=C2)=O (2-{4-[6-chloro-2-ethyl-5-(trifluoromethyl)-1H-benzimidazol-1-yl]phenyl}ethyl phenyl carbonate), CN1C(=NC(=C1)S(=O)(=O)N)C (1,2-dimethyl-1H-imidazol-4-ylsulfonamide). The product is ClC=1C(=CC2=C(N(C(=N2)CC)C2=CC=C(C=C2)CCOC(NS(=O)(=O)C=2N=C(N(C2)C)C)=O)C1)C(F)(F)F (2-{4-[6-CHLORO-2-ETHYL-5-(TRIFLUOROMETHYL)-1H-BENZIMIDAZOL-1-YL]PHENYL}ETHYL-(1,2-DIMETHYL-1H-IMIDAZOL-4-YL)SULFONYLCARBAMATE). Reaction SMILES: [C:1](=[O:34])(OC1C=CC=CC=1)[O:2][CH2:3][CH2:4][C:5]1[CH:10]=[CH:9][C:8]([N:11]2[C:15]3[CH:16]=[C:17]([Cl:24])[C:18]([C:20]([F:23])([F:22])[F:21])=[CH:19][C:14]=3[N:13]=[C:12]2[CH2:25][CH3:26])=[CH:7][CH:6]=1.[CH3:35][N:36]1[CH:40]=[C:39]([S:41]([NH2:44])(=[O:43])=[O:42])[N:38]=[C:37]1[CH3:45]>>[Cl:24][C:17]1[C:18]([C:20]([F:21])([F:22])[F:23])=[CH:19][C:14]2[N:13]=[C:12]([CH2:25][CH3:26])[N:11]([C:8]3[CH:9]=[CH:10][C:5]([CH2:4][CH2:3][O:2][C:1](=[O:34])[NH:44][S:41]([C:39]4[N:38]=[C:37]([CH3:45])[N:36]([CH3:35])[CH:40]=4)(=[O:42])=[O:43])=[CH:6][CH:7]=3)[C:15]=2[CH:16]=1. Procedure details: The title compound was prepared according to the procedure described in step 2 of Example 243 from 2-{4-[6-chloro-2-ethyl-5-(trifluoromethyl)-1H-benzimidazol-1-yl]phenyl}ethyl phenyl carbonate and 1,2-dimethyl-1H-imidazol-4-ylsulfonamide. Reactants: N1C=NC=C1 (imidazole), C(C1=CC=CC=C1)OC[C@@H](CO)O ((R)-3-benzyloxypropane-1,2-diol), (S)-4-benzylymethyl-2,2-dimethyl-1,3-dioxolane, [Si](C1=CC=CC=C1)(C1=CC=CC=C1)(C(C)(C)C)Cl (t-butyldiphenylsilyl chloride), C(C)(=O)O (acetic acid). Run in C1CCOC1 (THF). Reaction conditions: time 2 minute. Yields the product C(C1=CC=CC=C1)OC[C@@H](CO[Si](C1=CC=CC=C1)(C1=CC=CC=C1)C(C)(C)C)O ((S)-1-Benzyloxy-3-(t-butyldiphenylsilyloxy)propan-2-ol). The yield is 90.0%. As a reaction SMILES: [CH2:1]([O:8][CH2:9][C@H:10]([OH:13])[CH2:11][OH:12])[C:2]1[CH:7]=[CH:6][CH:5]=[CH:4][CH:3]=1.C(O)(=O)C.N1C=CN=C1.[Si:23](Cl)([C:36]([CH3:39])([CH3:38])[CH3:37])([C:30]1[CH:35]=[CH:34][CH:33]=[CH:32][CH:31]=1)[C:24]1[CH:29]=[CH:28][CH:27]=[CH:26][CH:25]=1>C1COCC1>[CH2:1]([O:8][CH2:9][C@H:10]([OH:13])[CH2:11][O:12][Si:23]([C:36]([CH3:39])([CH3:38])[CH3:37])([C:30]1[CH:31]=[CH:32][CH:33]=[CH:34][CH:35]=1)[C:24]1[CH:29]=[CH:28][CH:27]=[CH:26][CH:25]=1)[C:2]1[CH:7]=[CH:6][CH:5]=[CH:4][CH:3]=1. Procedure details: To a solution of (R)-3-benzyloxypropane-1,2-diol (prepared from (S)-4-benzylymethyl-2,2-dimethyl-1,3-dioxolane (commercially available from FLUKA) by acid hydrolysis using 80% aqueous acetic acid), (8.3 g, 47.2 mmol) in dry THF (70 ml) was added imidazole (6.42 g, 94.4 mmol). After 2 minutes, t-butyldiphenylsilyl chloride (12.28 ml, 47.2 mmol) was added. A white precipitate formed immediately. After 2 hours, the reaction mixture was filtered and the filtrate evaporated. The residue was partition... Reactants: steel, liquid, N (ammonia), N (ammonia), ClCCC[Si](OCC)(OCC)OCC (γ-chloropropyltriethoxysilane). Run at time 1 hour. The product is ClCCC[Si](OCC)(OCC)OCC (γ-chloropropyltriethoxysilane), NCCC[Si](OCC)(OCC)OCC (γ-aminopropyltriethoxysilane). As a reaction SMILES: [NH3:1].[Cl:2][CH2:3][CH2:4][CH2:5][Si:6]([O:13][CH2:14][CH3:15])([O:10][CH2:11][CH3:12])[O:7][CH2:8][CH3:9]>>[Cl:2][CH2:3][CH2:4][CH2:5][Si:6]([O:13][CH2:14][CH3:15])([O:7][CH2:8][CH3:9])[O:10][CH2:11][CH3:12].[NH2:1][CH2:3][CH2:4][CH2:5][Si:6]([O:13][CH2:14][CH3:15])([O:10][CH2:11][CH3:12])[O:7][CH2:8][CH3:9]. Procedure details: Into a ten-liter steel autoclave with stirrer, 3400 g (200 moles) of liquid ammonia was poured, and the reactor was sealed. Then the ammonia was heated to 75° C., causing a pressure of 36 bars to be established. After this temperature was reached, γ-chloropropyltriethoxysilane was fed in, with stirring at 183 rpm, for a period of one hour, in the amount of 2.67 moles; then stirring was continued for 8 hours at 75° C. Then the pressure was let off and the ammonia was removed. After the removal of... The reactants are C(=O)(O)CCCCCCC=1C(CC(C1)O)=O (2-(6-carboxyhexyl)-4-hydroxy-cyclopent-2-en-1-one), [Cl-].[Na+] (sodium chloride), C([O-])(O)=O.[Na+] (sodium bicarbonate), O1CCCC=C1 (dihydropyran), O.C1(=CC=C(C=C1)S(=O)(=O)O)C (p-toluenesulfonic acid monohydrate). Solvent: CCOCC (ether), C(Cl)Cl (methylene chloride), O (water), CO (MeOH). Reaction conditions: time 1 hour. The product is O1C(CCCC1)OC1C=C(C(C1)=O)CCCCCC(C1OCCCC1)C(=O)O (4-tetrahydropyranyloxy-2-(6-tetrahydropyranylcarboxyhexyl)cyclopent-2-en-1-one). As a reaction SMILES: [C:1]([CH2:4][CH2:5][CH2:6][CH2:7][CH2:8][CH2:9][C:10]1[C:11](=[O:16])[CH2:12][CH:13]([OH:15])[CH:14]=1)([OH:3])=[O:2].[O:17]1[CH:22]=[CH:21][CH2:20][CH2:19][CH2:18]1.O.[C:24]1(C)C=[CH:28][C:27](S(O)(=O)=O)=[CH:26][CH:25]=1.C(=O)(O)[O-:36].[Na+].[Cl-].[Na+]>CO.O.CCOCC.C(Cl)Cl>[O:17]1[CH2:18][CH2:19][CH2:20][CH2:21][CH:22]1[O:15][CH:13]1[CH2:12][C:11](=[O:16])[C:10]([CH2:9][CH2:8][CH2:7][CH2:6][CH2:5][CH:4]([C:1]([OH:3])=[O:2])[CH:28]2[CH2:27][CH2:26][CH2:25][CH2:24][O:36]2)=[CH:14]1 |f:2.3,4.5,6.7|. Reported procedure: To a stirred solution of 5.59 g. (24.6 mmoles) of 4-hydroxy-2-(6-carboxyhexyl) cylopent-2-en-1-one (Example 94) and 20.7 g. (246 mmoles) of dihydropyran in 100 ml. of methylene chloride at 20° C. is added 47 mg. (0.246 mmoles) of p-toluenesulfonic acid monohydrate in one portion. The temperature is maintained at 20°-25° C. by cooling and is stirred for one hour at that temperature. The solution is diluted with 200 ml. of ether and poured into a mixture of 40 ml. of saturated sodium bicarbonate s... Starting materials: O=C([O-])[O-], CCCCCCCCC1CC(Cl)C(=O)O1, Cl, [K+], [K+]. The product is CCCCCCCCC1CC(O)C(=O)O1. RXN SMILES: [C:16]([O-:17])(=[O:18])[O-:19].[Cl:1][CH:2]1[C:3](=[O:4])[O:5][CH:6]([CH2:8][CH2:9][CH2:10][CH2:11][CH2:12][CH2:13][CH2:14][CH3:15])[CH2:7]1.[ClH:22].[K+:20].[K+:21]>>[CH:2]1([OH:17])[C:3](=[O:4])[O:5][CH:6]([CH2:8][CH2:9][CH2:10][CH2:11][CH2:12][CH2:13][CH2:14][CH3:15])[CH2:7]1.